Dataset: the Open Reaction Database (ORD), a public repository of structured organic reaction records. Task: describe an organic reaction: reactants, conditions, products, and yield The reactants are O=C([O-])[O-], CN1CCCC1=O, [Cs+], [Cs+], O=S1(=O)CCC(c2cccnc2F)CC1, O, O=C(c1ccc(O)cc1)c1nc2ccccc2[nH]1. Product: O=C(c1ccc(Oc2ncccc2C2CCS(=O)(=O)CC2)cc1)c1nc2ccccc2[nH]1. Reaction SMILES: [C:34](=[O:35])([O-:36])[O-:37].[CH3:40][N:41]1[CH2:42][CH2:43][CH2:44][C:45]1=[O:46].[Cs+:38].[Cs+:39].[O:19]=[S:20]1(=[O:33])[CH2:21][CH2:22][CH:23]([c:26]2[c:27]([F:32])[n:28][cH:29][cH:30][cH:31]2)[CH2:24][CH2:25]1.[OH2:47].[nH:1]1[c:2]([C:10](=[O:11])[c:12]2[cH:13][cH:14][c:15]([OH:18])[cH:16][cH:17]2)[n:3][c:4]2[c:5]1[cH:6][cH:7][cH:8][cH:9]2>>[nH:1]1[c:2]([C:10](=[O:11])[c:12]2[cH:13][cH:14][c:15]([O:18][c:27]3[c:26]([CH:23]4[CH2:22][CH2:21][S:20](=[O:19])(=[O:33])[CH2:25][CH2:24]4)[cH:31][cH:30][cH:29][n:28]3)[cH:16][cH:17]2)[n:3][c:4]2[c:5]1[cH:6][cH:7][cH:8][cH:9]2. Starting materials: [O-]C#N.[K+] (potassium cyanate), CN(CC(C(CN)(C1=CC=CC=C1)C1=CC=CC=C1)C)C (N4,N4 -dimethyl-2,2-diphenyl-3-methyl-1,4-butanediamine). The solvent is O (water), O (water), Cl (hydrochloric acid). Reaction conditions: time 30 minute. Product: CN(CC(C(CNC(=O)N)(C1=CC=CC=C1)C1=CC=CC=C1)C)C (N-(4-Dimethylamino-2,2-diphenyl-3-methyl-1-butyl)-urea). RXN SMILES: [O-:1][C:2]#[N:3].[K+].[CH3:5][N:6]([CH3:25])[CH2:7][CH:8]([CH3:24])[C:9]([C:18]1[CH:23]=[CH:22][CH:21]=[CH:20][CH:19]=1)([C:12]1[CH:17]=[CH:16][CH:15]=[CH:14][CH:13]=1)[CH2:10][NH2:11]>O.Cl>[CH3:25][N:6]([CH3:5])[CH2:7][CH:8]([CH3:24])[C:9]([C:18]1[CH:23]=[CH:22][CH:21]=[CH:20][CH:19]=1)([C:12]1[CH:13]=[CH:14][CH:15]=[CH:16][CH:17]=1)[CH2:10][NH:11][C:2]([NH2:3])=[O:1] |f:0.1|. Procedure: A solution of 120 g of potassium cyanate in 200 ml of water was added while stirring to a solution of 220 g of N4,N4 -dimethyl-2,2-diphenyl-3-methyl-1,4-butanediamine in 1000 ml of water and 200 ml of concentrated hydrochloric acid at room temperature. The reaction mixture was stirred at room temperature for 30 minutes, filtered, and made basic with 9N sodiumhydroxide. The crystalline product was filtered and washed with water. The product was taken up in 1 liter of methanol and 200 ml water, an... The reactants are BrB(Br)Br, O=C([O-])[O-], CCOC(C)=O, CC(C)=O, ClCCl, COc1ccc2c(c1)CCCCN2C(=O)Nc1cccc(C(F)(F)F)c1, [Na+], [Na+]. Yields the product O=C(Nc1cccc(C(F)(F)F)c1)N1CCCCc2cc(O)ccc21. RXN SMILES: [B:1]([Br:2])([Br:3])[Br:4].[C:35](=[O:36])([O-:37])[O-:38].[CH3:44][CH2:45][O:46][C:47]([CH3:48])=[O:49].[CH3:5][C:6](=[O:7])[CH3:8].[Cl:41][CH2:42][Cl:43].[F:9][C:10]([c:11]1[cH:12][c:13]([NH:17][C:18](=[O:19])[N:20]2[c:21]3[c:22]([cH:27][c:28]([O:31][CH3:32])[cH:29][cH:30]3)[CH2:23][CH2:24][CH2:25][CH2:26]2)[cH:14][cH:15][cH:16]1)([F:33])[F:34].[Na+:39].[Na+:40]>>[F:9][C:10]([c:11]1[cH:12][c:13]([NH:17][C:18](=[O:19])[N:20]2[c:21]3[c:22]([cH:27][c:28]([OH:31])[cH:29][cH:30]3)[CH2:23][CH2:24][CH2:25][CH2:26]2)[cH:14][cH:15][cH:16]1)([F:33])[F:34]. RXN SMILES: [CH3:18][C:19]#[N:20].[Cl:1][c:2]1[n:3][c:4]([S:9][CH:10]([CH3:11])[c:12]2[n:13][cH:14][cH:15][cH:16][cH:17]2)[n:5][c:6]([Cl:8])[cH:7]1.[NH4+:22].[OH-:21].[OH2:23]>>[Cl:1][c:2]1[n:3][c:4]([S:9][CH:10]([CH3:11])[c:12]2[n:13][cH:14][cH:15][cH:16][cH:17]2)[n:5][c:6]([NH2:20])[cH:7]1. Starting materials: CC#N, CC(Sc1nc(Cl)cc(Cl)n1)c1ccccn1, [NH4+], [OH-], O. Yields the product CC(Sc1nc(N)cc(Cl)n1)c1ccccn1.